Task: describe an organic reaction: reactants, conditions, products, and yield. Dataset: the Open Reaction Database (ORD), a public repository of structured organic reaction records Reactants: COC(C1=CC(=C(C=C1)OC)C(C)(C)C)OC (3-tert-butyl-4-methoxybenzaldehyde dimethyl acetal). Solvent: O (water). Yields the product C(C)(C)(C)C=1C=C(C=O)C=CC1OC (3-tert-butyl-4-methoxybenzaldehyde). Isolated yield 96.7%. As a reaction SMILES: C[O:2][CH:3](OC)[C:4]1[CH:9]=[CH:8][C:7]([O:10][CH3:11])=[C:6]([C:12]([CH3:15])([CH3:14])[CH3:13])[CH:5]=1>O>[C:12]([C:6]1[CH:5]=[C:4]([CH:9]=[CH:8][C:7]=1[O:10][CH3:11])[CH:3]=[O:2])([CH3:15])([CH3:13])[CH3:14]. Reported procedure: 99.4 g of 3-tert-butyl-4-methoxybenzaldehyde dimethyl acetal are refluxed in 300 g of water for 3 hours. This is followed by cooling down, and the residue is filtered off and dried, leaving 77.5 g of 3-tert-butyl-4-methoxybenzaldehyde (mp. 52°-53 C.), which corresponds to a yield of 96.7%. As a reaction SMILES: C([C@](C(O)=O)(O)[C@](C(=O)C1C=CC(OC)=CC=1)(O)C(O)=O)(=O)C1C=CC(OC)=CC=1.[C:31]1([C:37]2([CH2:42][CH2:43][OH:44])[CH2:41][CH2:40][NH:39][CH2:38]2)[CH:36]=[CH:35][CH:34]=[CH:33][CH:32]=1.O.C(=O)([O-])[O-].[K+].[K+].[CH3:52][O:53][C:54]1[CH:62]=[CH:61][C:60]([N:63]2[CH:67]=[N:66][N:65]=[N:64]2)=[CH:59][C:55]=1[C:56](Cl)=[O:57]>CC(C)=O>[CH3:52][O:53][C:54]1[CH:62]=[CH:61][C:60]([N:63]2[CH:67]=[N:66][N:65]=[N:64]2)=[CH:59][C:55]=1[C:56]([N:39]1[CH2:40][CH2:41][C:37]([C:31]2[CH:32]=[CH:33][CH:34]=[CH:35][CH:36]=2)([CH2:42][CH2:43][OH:44])[CH2:38]1)=[O:57] |f:0.1,3.4.5|. The solvent is CC(=O)C (acetone), CC(=O)C (acetone). Procedure: Combine (-)-3-phenyl-3-(2-hydroxyethyl)pyrrolidine (R,R)-di-p-anisoyltartaric acid salt (3.49 g,6.48 mmol) and acetone (20 mL), water (6 mL), and potassium carbonate (2.70 g, 19.5 mmol). Cool to 0° C. in an ice bath. After 30 minutes, add dropwise a solution of 2-methoxy-5-(1H-tetrazol-1-yl)benzoyl chloride (7.4 mmol) in acetone (20 mL). Warm to ambient temperature. After 18 hours, partition the reaction mixture between ethyl acetate and saturated aqueous sodium bicarbonate solution. Separate th... Yields the product COC1=C(C(=O)N2CC(CC2)(CCO)C2=CC=CC=C2)C=C(C=C1)N1N=NN=C1 (1-(2-methoxy-5-(1H-tetrazol-1-yl)benzoyl)-3-phenyl-3-(2-hydroxyethyl)pyrrolidine). Reaction conditions: temperature 0 celsius, time 30 minute. The reactants are COC1=C(C(=O)Cl)C=C(C=C1)N1N=NN=C1 (2-methoxy-5-(1H-tetrazol-1-yl)benzoyl chloride), C(C1=CC=C(C=C1)OC)(=O)[C@@]([C@@](C(=O)O)(O)C(C1=CC=C(C=C1)OC)=O)(O)C(=O)O.C1(=CC=CC=C1)C1(CNCC1)CCO ((-)-3-phenyl-3-(2-hydroxyethyl)pyrrolidine (R,R)-di-p-anisoyltartaric acid salt), O (water), C([O-])([O-])=O.[K+].[K+] (potassium carbonate). RXN SMILES: C([O:8][C:9]1[CH:14]=[C:13]([F:15])[CH:12]=[CH:11][C:10]=1[NH:16][C:17]1[C:26]2[C:21](=[CH:22][C:23]([N:28]=[S:29]([CH3:32])([CH3:31])=[O:30])=[CH:24][C:25]=2[CH3:27])[N:20]=[CH:19][N:18]=1)C1C=CC=CC=1.CO.C1COCC1.CN(C=O)C>[Pd].C(O)C>[CH3:32][S:29](=[N:28][C:23]1[CH:22]=[C:21]2[C:26]([C:17]([NH:16][C:10]3[CH:11]=[CH:12][C:13]([F:15])=[CH:14][C:9]=3[OH:8])=[N:18][CH:19]=[N:20]2)=[C:25]([CH3:27])[CH:24]=1)([CH3:31])=[O:30]. Conditions: temperature 70 celsius. The reagents and catalysts are [Pd] (palladium on charcoal). The reactants are CN(C)C=O (DMF), C(C1=CC=CC=C1)OC1=C(C=CC(=C1)F)NC1=NC=NC2=CC(=CC(=C12)C)N=S(=O)(C)C (N-(2-benzyloxy-4-fluoro-phenyl)-7-[[dimethyl(oxo)-λ6-sulfanylidene]amino]-5-methyl-quinazolin-4-amine), CO (MeOH), C1CCOC1 (THF). Reported procedure: To 0.5 g (1.1 mmol) of N-(2-benzyloxy-4-fluoro-phenyl)-7-[[dimethyl(oxo)-λ6-sulfanylidene]amino]-5-methyl-quinazolin-4-amine are added 50 mg palladium on charcoal (10%) and MeOH and THF and mixture is hydrogenated in a Parr apparatus (RT; 3 bar; 3 h). DMF and Ethanol are added and mixture heated to 70° C., the catalyst is filtered off and the solvent is evaporated. The solvent is C(C)O (Ethanol). Yields the product CS(=O)(C)=NC1=CC(=C2C(=NC=NC2=C1)NC1=C(C=C(C=C1)F)O)C (2-[[7-[[dimethyl(oxo)-λ6-sulfanylidene]amino]-5-methyl-quinazolin-4-yl]amino]-5-fluoro-phenol). Starting materials: FC1=C(C=C(C(=O)N=C=O)C=C1)C(F)(F)F (4-fluoro-3-(trifluoromethyl)benzoyl isocyanate), ClC1=C(C=C(C=C1)CNC(C(C)(C)C)=O)NNC(=O)OC(C)(C)C (tert-butyl 2-(2-chloro-5-(((2,2-dimethylpropanoyl)amino)methyl)phenyl)hydrazinecarboxylate), FC(C(=O)O)(F)F (trifluoro acetic acid). Solvent: C(Cl)Cl (DCM). The product is ClC1=C(C=C(CNC(C(C)(C)C)=O)C=C1)N1N=C(NC1=O)C1=CC(=C(C=C1)F)C(F)(F)F (N-(4-Chloro-3-(3-(4-fluoro-3-(trifluoromethyl)phenyl)-4,5-dihydro-5-oxo-1,2,4-triazol-1-yl)benzyl)pivalamide). The yield is 45.5%. Reaction SMILES: [F:1][C:2]1[CH:12]=[CH:11][C:5]([C:6]([N:8]=[C:9]=[O:10])=O)=[CH:4][C:3]=1[C:13]([F:16])([F:15])[F:14].[Cl:17][C:18]1[CH:23]=[CH:22][C:21]([CH2:24][NH:25][C:26](=[O:31])[C:27]([CH3:30])([CH3:29])[CH3:28])=[CH:20][C:19]=1[NH:32][NH:33]C(OC(C)(C)C)=O.FC(F)(F)C(O)=O>C(Cl)Cl>[Cl:17][C:18]1[CH:23]=[CH:22][C:21]([CH2:24][NH:25][C:26](=[O:31])[C:27]([CH3:30])([CH3:29])[CH3:28])=[CH:20][C:19]=1[N:32]1[C:9](=[O:10])[NH:8][C:6]([C:5]2[CH:11]=[CH:12][C:2]([F:1])=[C:3]([C:13]([F:16])([F:15])[F:14])[CH:4]=2)=[N:33]1. Procedure: The title compound was prepared according to the procedure described in Example-83 by using 4-fluoro-3-(trifluoromethyl)benzoyl isocyanate (Intermediate-101, 0.196 g, 0.84 mmol), tert-butyl 2-(2-chloro-5-(((2,2-dimethylpropanoyl)amino)methyl)phenyl)hydrazinecarboxylate (Intermediate-94, 0.150 g, 0.420 mmol), DCM (15 mL), and trifluoro acetic acid (3.0 mL) to afford 0.090 g of the desired product. 1H NMR (300 MHz, DMSO d6): δ 1.12 (s, 9H), 4.29 (d, J=5.7 Hz, 2H), 7.35 (d, J=8.4 Hz, 1H), 7.43 (s, ... Starting materials: CC(Oc1ccc2c(n1)OCCN(Cc1ccccc1)C2)C1CC1, CO. The product is CC(Oc1ccc2c(n1)OCCNC2)C1CC1. Reaction SMILES: [CH2:1]([c:2]1[cH:3][cH:4][cH:5][cH:6][cH:7]1)[N:8]1[CH2:9][CH2:10][O:11][c:12]2[c:13]([cH:15][cH:16][c:17]([O:19][CH:20]([CH3:21])[CH:22]3[CH2:23][CH2:24]3)[n:18]2)[CH2:14]1.[CH3:25][OH:26]>>[NH:8]1[CH2:9][CH2:10][O:11][c:12]2[c:13]([cH:15][cH:16][c:17]([O:19][CH:20]([CH3:21])[CH:22]3[CH2:23][CH2:24]3)[n:18]2)[CH2:14]1. The reactants are O=C1CCC(=O)N1Br, N#N, Nc1cncc(F)c1, CN(C)C=O. Product: Nc1cnc(Br)c(F)c1. Reaction SMILES: [Br:11][N:12]1[C:13](=[O:14])[CH2:15][CH2:16][C:17]1=[O:18].[N:1]#[N:2].[NH2:3][c:4]1[cH:5][n:6][cH:7][c:8]([F:10])[cH:9]1.[O:19]=[CH:20][N:21]([CH3:22])[CH3:23]>>[NH2:3][c:4]1[cH:5][n:6][c:7]([Br:11])[c:8]([F:10])[cH:9]1. Reactants: C1(=CC=CC=C1)C (toluene), CN(C)C (trimethylamine), COC(CS(=O)(=O)CCOS(=O)(=O)C)COCCCCCCCCCCCCCCCCCC (2-mesyloxyethyl 2-methoxy-3-octadecyloxypropyl sulfone). Run in CCCCCC (hexane). Reaction conditions: time 6 hour. Product: C(=C)S(=O)(=O)CC(COCCCCCCCCCCCCCCCCCC)OC (2-Methoxy-3-octadecyloxypropyl vinyl sulfone). Yield: 73.3%. RXN SMILES: C1(C)C=CC=CC=1.CN(C)C.[CH3:12][O:13][CH:14]([CH2:26][O:27][CH2:28][CH2:29][CH2:30][CH2:31][CH2:32][CH2:33][CH2:34][CH2:35][CH2:36][CH2:37][CH2:38][CH2:39][CH2:40][CH2:41][CH2:42][CH2:43][CH2:44][CH3:45])[CH2:15][S:16]([CH2:19][CH2:20]OS(C)(=O)=O)(=[O:18])=[O:17]>CCCCCC>[CH:19]([S:16]([CH2:15][CH:14]([O:13][CH3:12])[CH2:26][O:27][CH2:28][CH2:29][CH2:30][CH2:31][CH2:32][CH2:33][CH2:34][CH2:35][CH2:36][CH2:37][CH2:38][CH2:39][CH2:40][CH2:41][CH2:42][CH2:43][CH2:44][CH3:45])(=[O:18])=[O:17])=[CH2:20]. Reported procedure: Into 10 ml of toluene containing 2 g of trimethylamine is dissolved 1.0 g of 2-mesyloxyethyl 2-methoxy-3-octadecyloxypropyl sulfone and the solution is stirred at room temperature for 6 hours. Then 30 ml of hexane is added to the mixture and precipitates are removed by filtration. The filtrate is concentrated to give 0.6 g of the captioned compound as colorless crystals (m.p.47°-49° C.). The reactants are CN(C)CC1=CC=C(\C=N\C2=C3COC(C3=CC=C2)=O)C=C1 ((E)-4-(4-((dimethylamino)methyl)benzylideneamino)isobenzofuran-1(3H)-one), C(C)(C)C1=CC=C(C=O)C=C1 (4-isopropylbenzaldehyde), [O-]CC.[Na+] (sodium ethoxide), C(C)O (ethanol). The solvent is C(CC)(=O)OCC (ethyl propionate). Run at temperature 0 celsius, time 3 hour. Yields the product CN(C)CC1=CC=C(C=C1)C1NC=2C=CC=C(C2C(C1C1=CC=C(C=C1)C(C)C)=O)C(=O)OCC (Ethyl 2-(4-((dimethylamino)methyl)phenyl)-3-(4-isopropylphenyl)-4-oxo-1,2,3,4-tetrahydroquinoline-5-carboxylate). Isolated yield 22.0%. RXN SMILES: [CH3:1][N:2]([CH2:4][C:5]1[CH:22]=[CH:21][C:8](/[CH:9]=[N:10]/[C:11]2[CH:19]=[CH:18][CH:17]=[C:16]3[C:12]=2[CH2:13][O:14][C:15]3=[O:20])=[CH:7][CH:6]=1)[CH3:3].[CH:23]([C:26]1[CH:33]=[CH:32][C:29]([CH:30]=O)=[CH:28][CH:27]=1)([CH3:25])[CH3:24].[O-:34][CH2:35][CH3:36].[Na+].C(O)C>C(OCC)(=O)CC>[CH3:1][N:2]([CH2:4][C:5]1[CH:22]=[CH:21][C:8]([CH:9]2[CH:30]([C:29]3[CH:32]=[CH:33][C:26]([CH:23]([CH3:25])[CH3:24])=[CH:27][CH:28]=3)[C:35](=[O:34])[C:36]3[C:16]([C:15]([O:14][CH2:13][CH3:12])=[O:20])=[CH:17][CH:18]=[CH:19][C:11]=3[NH:10]2)=[CH:7][CH:6]=1)[CH3:3] |f:2.3|. Procedure details: A mixture of (E)-4-(4-((dimethylamino)methyl)benzylideneamino)isobenzofuran-1(3H)-one (588 mg, 2 mmol) and 4-isopropylbenzaldehyde (296 mg, 2 mmol) in ethyl propionate (15 mL) was cooled to 0° C. Then a solution of sodium ethoxide in ethanol (sodium (138 mg, 6 mmol) in ethanol (5 mL)) was added dropwise. After the addition, the mixture was stirred at room temperature for 3 hr. The mixture was quenched with water (10 mL) and solvent was removed in vacuum. The residue was dissolved in water, and t...